The task is: describe an organic reaction: reactants, conditions, products, and yield. This data is from the Open Reaction Database (ORD), a public repository of structured organic reaction records. Reaction SMILES: [C:1]([CH3:2])([CH3:3])([CH3:4])[O:5][C:6]([CH:7]([CH2:8][CH2:9][CH2:10][CH2:11][n:12]1[c:13](=[O:24])[n:14]([CH3:23])[c:15]2[cH:16][cH:17][cH:18][cH:19][c:20]2[c:21]1=[O:22])[N:25]=[C:26]([c:27]1[cH:28][cH:29][cH:30][cH:31][cH:32]1)[c:33]1[cH:34][cH:35][cH:36][cH:37][cH:38]1)=[O:39].[CH3:55][C:56]#[N:57].[Na+:54].[OH-:53].[OH2:40].[OH2:41].[c:42]1([CH3:43])[cH:44][cH:45][c:46]([S:47]([OH:48])(=[O:49])=[O:50])[cH:51][cH:52]1>>[C:1]([CH3:2])([CH3:3])([CH3:4])[O:5][C:6]([CH:7]([CH2:8][CH2:9][CH2:10][CH2:11][n:12]1[c:13](=[O:24])[n:14]([CH3:23])[c:15]2[cH:16][cH:17][cH:18][cH:19][c:20]2[c:21]1=[O:22])[NH2:25])=[O:39]. Reactants: Cn1c(=O)n(CCCCC(N=C(c2ccccc2)c2ccccc2)C(=O)OC(C)(C)C)c(=O)c2ccccc21, CC#N, [Na+], [OH-], O, O, Cc1ccc(S(=O)(=O)O)cc1. Product: Cn1c(=O)n(CCCCC(N)C(=O)OC(C)(C)C)c(=O)c2ccccc21.